From a dataset of the Open Reaction Database (ORD), a public repository of structured organic reaction records. describe an organic reaction: reactants, conditions, products, and yield Reactants: O=C1Cc2ccccc2N1, O=Cc1ccc2c(C=Cc3cccnc3)n[nH]c2c1. Yields the product O=C1Nc2ccccc2C1=Cc1ccc2c(C=Cc3cccnc3)n[nH]c2c1. RXN SMILES: [NH:1]1[C:2](=[O:10])[CH2:3][c:4]2[cH:5][cH:6][cH:7][cH:8][c:9]21.[n:11]1[cH:12][c:13]([CH:17]=[CH:18][c:19]2[n:20][nH:21][c:22]3[cH:23][c:24]([CH:28]=[O:29])[cH:25][cH:26][c:27]23)[cH:14][cH:15][cH:16]1>>[NH:1]1[C:2](=[O:10])[C:3](=[CH:28][c:24]2[cH:23][c:22]3[nH:21][n:20][c:19]([CH:18]=[CH:17][c:13]4[cH:12][n:11][cH:16][cH:15][cH:14]4)[c:27]3[cH:26][cH:25]2)[c:4]2[cH:5][cH:6][cH:7][cH:8][c:9]21. Starting materials: NC1=C(C(=O)N)C=CC=C1C (2-amino-3-methylbenzamide), C(C)OC1=C(C(=O)Cl)C=CC=C1 (2-ethoxybenzoyl chloride). The product is C(C)OC1=C(C(=O)NC2=C(C(=O)N)C=CC=C2C)C=CC=C1 (2-(2-Ethoxybenzamido)-3-methylbenzamide), crystals. Yield: 71.0%. RXN SMILES: [NH2:1][C:2]1[C:10]([CH3:11])=[CH:9][CH:8]=[CH:7][C:3]=1[C:4]([NH2:6])=[O:5].[CH2:12]([O:14][C:15]1[CH:23]=[CH:22][CH:21]=[CH:20][C:16]=1[C:17](Cl)=[O:18])[CH3:13]>>[CH2:12]([O:14][C:15]1[CH:23]=[CH:22][CH:21]=[CH:20][C:16]=1[C:17]([NH:1][C:2]1[C:10]([CH3:11])=[CH:9][CH:8]=[CH:7][C:3]=1[C:4]([NH2:6])=[O:5])=[O:18])[CH3:13]. Reported procedure: The title compound was prepared from 2-amino-3-methylbenzamide (Chem. Pharm. Bull., 1988, 36, 2955) and 2-ethoxybenzoyl chloride following the procedure of Preparation 5 and was obtained as colorless crystals (71%), m.p. 197°-200° C. Found: C,68.80; H,5.99; N,9.36. C17H18N2O3 requires C,68.44; H,6.08; N,9.39%. Reactants: C(C)(=O)N (acetamide), C(C)(=O)OCCCl (2-chloroethyl acetate), [OH-].[Na+] (sodium hydroxide). Reagents/catalysts: C1=CC=CC=2SC3=CC=CC=C3NC12 (phenothiazine). Run in CN(C(C)=O)C (N,N-dimethylacetamide). Yields the product C(C)(=O)OCCNC(C)=O (N-acetoxyethylacetamide). Yield: 74.6%. Reaction SMILES: [OH-].[Na+].[C:3]([NH2:6])(=[O:5])[CH3:4].[C:7]([O:10][CH2:11][CH2:12]Cl)(=[O:9])[CH3:8]>CN(C)C(=O)C.C1C2NC3C(=CC=CC=3)SC=2C=CC=1>[C:7]([O:10][CH2:11][CH2:12][NH:6][C:3](=[O:5])[CH3:4])(=[O:9])[CH3:8] |f:0.1|. Reported procedure: Ten grams of sodium hydroxide was suspended in 50 ml of N,N-dimethylacetamide, followed by a further addition of 12 g of acetamide, 0.05 g of phenothiazine and 36 g of 2-chloroethyl acetate. A reaction was allowed to take place at 40° C. for 4 hours with stirring. After the completion of the reaction, the reaction solution was filtered to separate off all the undissolved materials. Under reduced pressures, N,N-dimethylacetoamide and unreacted 2-chloroethyl acetate were distilled off. After addin... Reactants: [BH4-], CCOCC, [Cl-], [Cl-], Cl, CCOC(=O)C(Cc1ccc(C(F)(F)F)c(F)c1)C(=O)c1ccc(F)cc1, [Na+], [Zn+2]. Yields the product CCOC(=O)C(Cc1ccc(C(F)(F)F)c(F)c1)C(O)c1ccc(F)cc1. As a reaction SMILES: [BH4-:1].[CH3:31][CH2:32][O:33][CH2:34][CH3:35].[Cl-:36].[Cl-:38].[ClH:30].[F:3][c:4]1[cH:5][cH:6][c:7]([C:10]([CH:11]([C:12](=[O:13])[O:14][CH2:15][CH3:16])[CH2:17][c:18]2[cH:19][c:20]([F:28])[c:21]([C:24]([F:25])([F:26])[F:27])[cH:22][cH:23]2)=[O:29])[cH:8][cH:9]1.[Na+:2].[Zn+2:37]>>[F:3][c:4]1[cH:5][cH:6][c:7]([CH:10]([CH:11]([C:12](=[O:13])[O:14][CH2:15][CH3:16])[CH2:17][c:18]2[cH:19][c:20]([F:28])[c:21]([C:24]([F:25])([F:26])[F:27])[cH:22][cH:23]2)[OH:29])[cH:8][cH:9]1. The reactants are CC(=O)[O-], CN(C)C=O, CC(C)(C(=O)Nc1cccc(C(F)(F)F)c1)N1COC(CBr)=C(c2ccccc2)C1=O, [Na+]. Product: CC(=O)OCC1=C(c2ccccc2)C(=O)N(C(C)(C)C(=O)Nc2cccc(C(F)(F)F)c2)CO1. RXN SMILES: [CH3:33][C:34]([O-:35])=[O:36].[CH3:37][N:38]([CH3:39])[CH:40]=[O:41].[F:1][C:2]([c:3]1[cH:4][c:5]([NH:9][C:10]([C:11]([CH3:12])([CH3:13])[N:14]2[CH2:15][O:16][C:17]([CH2:27][Br:28])=[C:18]([c:21]3[cH:22][cH:23][cH:24][cH:25][cH:26]3)[C:19]2=[O:20])=[O:29])[cH:6][cH:7][cH:8]1)([F:30])[F:31].[Na+:32]>>[F:1][C:2]([c:3]1[cH:4][c:5]([NH:9][C:10]([C:11]([CH3:12])([CH3:13])[N:14]2[CH2:15][O:16][C:17]([CH2:27][O:36][C:34]([CH3:33])=[O:35])=[C:18]([c:21]3[cH:22][cH:23][cH:24][cH:25][cH:26]3)[C:19]2=[O:20])=[O:29])[cH:6][cH:7][cH:8]1)([F:30])[F:31]. Reactants: NC1=CC=CC=C1 (Aniline), C(C)(=O)NC(=O)C(=O)NC(C)=O (N,N'-diacetyloxamide). Reaction conditions: time 2 hour. Product: C1(=CC=CC=C1)NC(=O)C(=O)NC1=CC=CC=C1 (N,N'-diphenyloxamide). Reaction SMILES: [NH2:1][C:2]1[CH:7]=[CH:6][CH:5]=[CH:4][CH:3]=1.C(N[C:12]([C:14]([NH:16][C:17](=O)[CH3:18])=[O:15])=[O:13])(=O)C>>[C:2]1([NH:1][C:12]([C:14]([NH:16][C:17]2[CH:18]=[CH:4][CH:3]=[CH:2][CH:7]=2)=[O:15])=[O:13])[CH:7]=[CH:6][CH:5]=[CH:4][CH:3]=1. Reported procedure: Aniline (50 ml, 0.549 mol) and N,N'-diacetyloxamide (5 g, 0.029 mol) are charged into a three-necked flask equipped with a condenser, a magnetic stirrer, an inlet tube for nitrogen and a thermometer. The temperature is brought to 50° C. while vigorously stirring and after 2 hours the reaction is stopped by removing the heating bath. The reactants are C(C(=O)Cl)(=O)Cl (oxalyl chloride), CN(C)C=O (DMF), BrC1=C(C=C(C(=C1)OC)OC(F)F)CC(=O)O ((2-Bromo-5-difluoromethoxy-4-methoxy-phenyl)-acetic acid). Run in ClCCl (dichloromethane). Product: BrC1=C(C=C(C(=C1)OC)OC(F)F)CC(=O)Cl ((2-bromo-5-difluoromethoxy-4-methoxy-phenyl)-acetic acid chloride). As a reaction SMILES: [Br:1][C:2]1[CH:7]=[C:6]([O:8][CH3:9])[C:5]([O:10][CH:11]([F:13])[F:12])=[CH:4][C:3]=1[CH2:14][C:15]([OH:17])=O.C(Cl)(=O)C([Cl:21])=O.CN(C=O)C>ClCCl>[Br:1][C:2]1[CH:7]=[C:6]([O:8][CH3:9])[C:5]([O:10][CH:11]([F:13])[F:12])=[CH:4][C:3]=1[CH2:14][C:15]([Cl:21])=[O:17]. Procedure details: (2-Bromo-5-difluoromethoxy-4-methoxy-phenyl)-acetic acid (350 mg, 1.12 mmol) was dissolved in 6 ml dichloromethane and 0.1 ml oxalyl chloride and 0.01 ml DMF was added. The solution was stirred at room temperature until gas evolution stopped, then concentrated under reduced pressure. Dichloromethane (6 ml) was added to the residue and the solvent removed again to assure that all the oxalyl chloride was removed giving 118 mg of crude (2-bromo-5-difluoromethoxy-4-methoxy-phenyl)-acetic acid chlori... Starting materials: BrCCOCCOC (1-Bromo-2-(2-methoxyethoxy)-ethane), [Na] (Sodium), C(CC(=O)OCC)(=O)OCC (diethyl malonate), [Na] (sodium). The solvent is CCO (EtOH). The product is C(C)OC(C(C(=O)OCC)CCOCCOC)=O (diethyl[2-(2-methoxyethoxy)ethyl]malonate). The yield is 48.3%. RXN SMILES: [Na].[C:2]([O:10][CH2:11][CH3:12])(=[O:9])[CH2:3][C:4]([O:6][CH2:7][CH3:8])=[O:5].Br[CH2:14][CH2:15][O:16][CH2:17][CH2:18][O:19][CH3:20]>CCO>[CH2:11]([O:10][C:2](=[O:9])[CH:3]([CH2:14][CH2:15][O:16][CH2:17][CH2:18][O:19][CH3:20])[C:4]([O:6][CH2:7][CH3:8])=[O:5])[CH3:12] |^1:0|. Reported procedure: Sodium (0.72 g, 31.31 mmol) was added in portions to EtOH (99.5%, 35 mL) under stirring. When all sodium had dissolved, diethyl malonate (4.80 g, 29.97 mmol) was added slowly during 5 minutes and the reaction mixture was stirred for another 15 minutes. 1-Bromo-2-(2-methoxyethoxy)-ethane (5.50 g, 30.05 mmol) was added and the reaction mixture was refluxed for 2 hrs. Any solids were filtered off and the clear solution was concentrated in vacuo. The residue was taken up in water and diethyl ether a... Reactants: ClC1=C(C=CC(=C1)OC)CC(=O)O ((2-chloro-4-methoxyphenyl)acetic acid), [OH-].[NH4+] (ammonium hydroxide). The solvent is Br (hydrobromic acid). Yields the product ClC1=C(C=CC(=C1)O)CC(=O)O ((2-Chloro-4-hydroxyphenyl)acetic acid). As a reaction SMILES: [Cl:1][C:2]1[CH:7]=[C:6]([O:8]C)[CH:5]=[CH:4][C:3]=1[CH2:10][C:11]([OH:13])=[O:12].[OH-].[NH4+]>Br>[Cl:1][C:2]1[CH:7]=[C:6]([OH:8])[CH:5]=[CH:4][C:3]=1[CH2:10][C:11]([OH:13])=[O:12] |f:1.2|. Procedure: A solution of 1.6 g (8 mmol) of (2-chloro-4-methoxyphenyl)acetic acid, prepared according to Preparation 3, in 13 ml of hydrobromic acid (in 48% aqueous solution) is refluxed for two hours. After cooling, ammonium hydroxide is added until the pH is basic, and the mixture is extracted with methylene chloride. The water is evaporated from the aqueous phase and the residue is washed several times with ethanol to give the title compound.